Dataset: the Open Reaction Database (ORD), a public repository of structured organic reaction records. Task: describe an organic reaction: reactants, conditions, products, and yield The reactants are FC(C=1C=C(C=CC1)N1N=C(C(C=C1)=O)C#C[Si](C)(C)C)(F)F (1-[3-(trifluoromethyl)phenyl]-3-[(trimethylsilyl)ethynyl]pyridazin-4(1H)-one), Cl (HCl). The solvent is CO (MeOH), [OH-].[Na+] (NaOH). Run at temperature 0 celsius, time 2 hour. Product: C(#C)C1=NN(C=CC1=O)C1=CC(=CC=C1)C(F)(F)F (3-Ethynyl-1-[3-(trifluoromethyl)phenyl]pyridazin-4(1H)-one). The yield is 59.5%. As a reaction SMILES: [F:1][C:2]([F:23])([F:22])[C:3]1[CH:4]=[C:5]([N:9]2[CH:14]=[CH:13][C:12](=[O:15])[C:11]([C:16]#[C:17][Si](C)(C)C)=[N:10]2)[CH:6]=[CH:7][CH:8]=1.Cl>CO.[OH-].[Na+]>[C:16]([C:11]1[C:12](=[O:15])[CH:13]=[CH:14][N:9]([C:5]2[CH:6]=[CH:7][CH:8]=[C:3]([C:2]([F:23])([F:22])[F:1])[CH:4]=2)[N:10]=1)#[CH:17] |f:3.4|. Reported procedure: A mixture of 1-[3-(trifluoromethyl)phenyl]-3-[(trimethylsilyl)ethynyl]pyridazin-4(1H)-one (148 mg, 0.439 mmol) in MeOH (3 mL) and 1 M NaOH aqueous solution (5 mL) was stirred at 0° C. for 5 min and at room temperature for 2 h. The mixture was neutralized with 1 M HCl aqueous solution at 0° C. The mixture was extracted with EtOAc, washed with brine, dried over Na2SO4, filtered, concentrated in vacuo and purified by column chromatography on silica gel (hexane/EtOAc=50/50 to 0/100) to yield the tit... Yields the product ClC1=C(C=CC(=C1)Cl)C=1C(=NC=C(C(=O)N[C@H]2[C@@H](CCCC2)O)C1)OCCCCC (5-(2,4-Dichloro-phenyl)-N-((1R,2R)-2-hydroxy-cyclohexyl)-6-pentyloxy-nicotinamide). Procedure details: The title compound was synthesized in analogy to the procedure described for the preparation of Example 11, using 5-bromo-6-chloro-nicotinic acid methylester, pentanol (commercially available), 2,4-dichlorophenyl-boronic acid (commercially available) and (1R,2R)-2-amino-cyclohexanol (commercially available) as starting materials. MS (m/e): 451.2 (MH+). RXN SMILES: CO[C:3](=[O:12])[C:4]1[CH:9]=[C:8](Br)[C:7](Cl)=[N:6][CH:5]=1.[CH2:13]([OH:18])[CH2:14][CH2:15][CH2:16][CH3:17].[Cl:19][C:20]1[CH:25]=[C:24]([Cl:26])[CH:23]=[CH:22][C:21]=1B(O)O.[NH2:30][C@@H:31]1[CH2:36][CH2:35][CH2:34][CH2:33][C@H:32]1[OH:37]>>[Cl:19][C:20]1[CH:25]=[C:24]([Cl:26])[CH:23]=[CH:22][C:21]=1[C:8]1[C:7]([O:18][CH2:13][CH2:14][CH2:15][CH2:16][CH3:17])=[N:6][CH:5]=[C:4]([CH:9]=1)[C:3]([NH:30][C@@H:31]1[CH2:36][CH2:35][CH2:34][CH2:33][C@H:32]1[OH:37])=[O:12]. The reactants are COC(C1=CN=C(C(=C1)Br)Cl)=O (5-bromo-6-chloro-nicotinic acid methylester), N[C@H]1[C@@H](CCCC1)O ((1R,2R)-2-amino-cyclohexanol), C(CCCC)O (pentanol), ClC1=C(C=CC(=C1)Cl)B(O)O (2,4-dichlorophenyl-boronic acid). Reactants: BrC=1C=CC(=C(CN2N=C(C=C2)O)C1)OCC(CC)CC (1-[5-bromo-2-(2-ethyl-butoxy)-benzyl]-1H-pyrazol-3-ol), C(C)OC(CBr)=O (ethylbromoacetate), C(=O)([O-])[O-].[K+].[K+] (K2CO3). The reagents and catalysts are [I-].C(CCC)[N+](CCCC)(CCCC)CCCC (tetrabutylammonium iodide). Run in CC(=O)C (acetone). Reaction conditions: temperature 120 celsius. The product is C(C)OC(COC1=NN(C=C1)CC1=C(C=CC(=C1)Br)OCC(CC)CC)=O ({1-[5-Bromo-2-(2-ethyl-butoxy)-benzyl]-1H-pyrazol-3-yloxy}-acetic acid ethyl ester). RXN SMILES: [Br:1][C:2]1[CH:3]=[CH:4][C:5]([O:15][CH2:16][CH:17]([CH2:20][CH3:21])[CH2:18][CH3:19])=[C:6]([CH:14]=1)[CH2:7][N:8]1[CH:12]=[CH:11][C:10]([OH:13])=[N:9]1.[CH2:22]([O:24][C:25](=[O:28])[CH2:26]Br)[CH3:23].C([O-])([O-])=O.[K+].[K+]>CC(C)=O.[I-].C([N+](CCCC)(CCCC)CCCC)CCC>[CH2:22]([O:24][C:25](=[O:28])[CH2:26][O:13][C:10]1[CH:11]=[CH:12][N:8]([CH2:7][C:6]2[CH:14]=[C:2]([Br:1])[CH:3]=[CH:4][C:5]=2[O:15][CH2:16][CH:17]([CH2:20][CH3:21])[CH2:18][CH3:19])[N:9]=1)[CH3:23] |f:2.3.4,6.7|. Procedure: To a solution of 1-[5-bromo-2-(2-ethyl-butoxy)-benzyl]-1H-pyrazol-3-ol, 3, 0.06 g (0.15 mmol) in acetone (3 mL) was added ethylbromoacetate (24 μL 0.22 mmol), K2CO3 (0.03 g, 0.22 mmol) and tetrabutylammonium iodide (0.008 g, 0.022 mmol). The resulting mixture was heated at 120° C. in an Emrys microwave reactor for 20 min. The volatiles were removed in vacuo and the crude product was purified on silica to yield to {1-[5-Bromo-2-(2-ethyl-butoxy)-benzyl]-1H-pyrazol-3-yloxy}-acetic acid ethyl ester,... The reactants are C, CCn1c(=O)n(-c2ccc([N+](=O)[O-])cc2)c2ncccc21, CCO, [Pd]. Product: CCn1c(=O)n(-c2ccc(N)cc2)c2ncccc21. RXN SMILES: [C:25].[CH2:1]([CH3:2])[n:3]1[c:4](=[O:21])[n:5](-[c:12]2[cH:13][cH:14][c:15]([N+:18]([O-:19])=[O:20])[cH:16][cH:17]2)[c:6]2[n:7][cH:8][cH:9][cH:10][c:11]12.[CH3:22][CH2:23][OH:24].[Pd:26]>>[CH2:1]([CH3:2])[n:3]1[c:4](=[O:21])[n:5](-[c:12]2[cH:13][cH:14][c:15]([NH2:18])[cH:16][cH:17]2)[c:6]2[n:7][cH:8][cH:9][cH:10][c:11]12. Reaction SMILES: [CH:1]([O:3][CH2:4][CH2:5][CH2:6][CH2:7][CH2:8][CH2:9][CH2:10][CH2:11][CH:12]=[CH:13][CH2:14][CH2:15][CH2:16][CH3:17])=[O:2].[CH2:18]=CCCCC.CCCCC=CCCCC.C(OCCCCCCCCC=C)(=O)C>>[C:1]([O:3][CH2:4][CH2:5][CH2:6][CH2:7][CH2:8][CH2:9][CH2:10][CH2:11][CH:12]=[CH:13][CH2:14][CH2:15][CH2:16][CH3:17])(=[O:2])[CH3:18]. Procedure: A process for preparing 9-tetradecenyl formate by reacting 1-hexene or 5-decene with 9-decenyl acetate in accordance with the method of claim 7 to obtain 9-tetradecenyl acetate, then reacting the acetate with water to obtain the corresponding alcohol and then reacting the alcohol with formic acid to obtain the formate. Starting materials: C(=O)OCCCCCCCCC=CCCCC (9-tetradecenyl formate), C(C)(=O)OCCCCCCCCC=C (9-decenyl acetate), C=CCCCC (1-hexene), CCCCC=CCCCC (5-decene). Yields the product C(C)(=O)OCCCCCCCCC=CCCCC (9-tetradecenyl acetate).